From a dataset of the Open Reaction Database (ORD), a public repository of structured organic reaction records. describe an organic reaction: reactants, conditions, products, and yield Reactants: E1, ClC=1C=C2N(C(N1)=O)CCN2C(=O)OC(C)(C)C (tert-butyl 7-chloro-5-oxo-2,3-dihydroimidazo[1,2-c]pyrimidine-1(5H)-carboxylate), [H-].[Na+] (NaH), OCC=1C=CC(=C(C#N)C1)OC1=CC(=NC=C1)C(F)(F)F (5-(hydroxymethyl)-2-((2-(trifluoromethyl)pyridin-4-yl)oxy)benzonitrile). The product is C(#N)C=1C=C(COC=2C=C3N(C(N2)=O)CCN3C(=O)OC(C)(C)C)C=CC1OC1=CC(=NC=C1)C(F)(F)F (tert-butyl 7-((3-cyano-4-((2-(trifluoromethyl)pyridin-4-yl)oxy)benzyl)oxy)-5-oxo-2,3-dihydroimidazo[1,2-c]pyrimidine-1(5H)-carboxylate). Reaction SMILES: [H-].[Na+].[OH:3][CH2:4][C:5]1[CH:6]=[CH:7][C:8]([O:13][C:14]2[CH:19]=[CH:18][N:17]=[C:16]([C:20]([F:23])([F:22])[F:21])[CH:15]=2)=[C:9]([CH:12]=1)[C:10]#[N:11].Cl[C:25]1[CH:26]=[C:27]2[N:34]([C:35]([O:37][C:38]([CH3:41])([CH3:40])[CH3:39])=[O:36])[CH2:33][CH2:32][N:28]2[C:29](=[O:31])[N:30]=1>>[C:10]([C:9]1[CH:12]=[C:5]([CH:6]=[CH:7][C:8]=1[O:13][C:14]1[CH:19]=[CH:18][N:17]=[C:16]([C:20]([F:23])([F:21])[F:22])[CH:15]=1)[CH2:4][O:3][C:25]1[CH:26]=[C:27]2[N:34]([C:35]([O:37][C:38]([CH3:41])([CH3:40])[CH3:39])=[O:36])[CH2:33][CH2:32][N:28]2[C:29](=[O:31])[N:30]=1)#[N:11] |f:0.1|. Reported procedure: The title compound was prepared by a procedure similar to that described for E1 starting from NaH, 5-(hydroxymethyl)-2-((2-(trifluoromethyl)pyridin-4-yl)oxy)benzonitrile and tert-butyl 7-chloro-5-oxo-2,3-dihydroimidazo[1,2-c]pyrimidine-1(5H)-carboxylate.